Dataset: the Open Reaction Database (ORD), a public repository of structured organic reaction records. Task: describe an organic reaction: reactants, conditions, products, and yield The reactants are CC1CN(c2c([N+](=O)[O-])cnn2CC(F)(F)F)CCN1C(=O)OC(C)(C)C, CO, [Cl-], [NH4+], O, [Zn]. Yields the product CC1CN(c2c(N)cnn2CC(F)(F)F)CCN1C(=O)OC(C)(C)C. Reaction SMILES: [CH3:1][CH:2]1[N:3]([C:21](=[O:22])[O:23][C:24]([CH3:25])([CH3:26])[CH3:27])[CH2:4][CH2:5][N:6]([c:8]2[c:9]([N+:18]([O-:19])=[O:20])[cH:10][n:11][n:12]2[CH2:13][C:14]([F:15])([F:16])[F:17])[CH2:7]1.[CH3:30][OH:31].[Cl-:28].[NH4+:29].[OH2:32].[Zn:33]>>[CH3:1][CH:2]1[N:3]([C:21](=[O:22])[O:23][C:24]([CH3:25])([CH3:26])[CH3:27])[CH2:4][CH2:5][N:6]([c:8]2[c:9]([NH2:18])[cH:10][n:11][n:12]2[CH2:13][C:14]([F:15])([F:16])[F:17])[CH2:7]1. The reactants are solution, C(CCC)[Li] (n-butyl lithium), BrC(C)C (2-bromopropane), CC1(N=C(OC1)CCCCCCCCCCC)C (4,4-dimethyl-2-undecyl-2-oxazoline), [Cl-].[NH4+] (ammonium chloride). Run in CCCCCC (hexane), C1CCOC1 (THF). Reaction conditions: time 2 hour. The product is CC1(N=C(OC1)C(C(C)C)CCCCCCCCCC)C (4,4-Dimethyl-2-(2-methyl-3-tridecyl)-2-oxazoline). The yield is 14.8%. RXN SMILES: [CH3:1][C:2]1([CH3:18])[CH2:6][O:5][C:4]([CH2:7][CH2:8][CH2:9][CH2:10][CH2:11][CH2:12][CH2:13][CH2:14][CH2:15][CH2:16][CH3:17])=[N:3]1.[CH2:19]([Li])[CH2:20][CH2:21]C.BrC(C)C.[Cl-].[NH4+]>C1COCC1.CCCCCC>[CH3:1][C:2]1([CH3:18])[CH2:6][O:5][C:4]([CH:7]([CH2:8][CH2:9][CH2:10][CH2:11][CH2:12][CH2:13][CH2:14][CH2:15][CH2:16][CH3:17])[CH:20]([CH3:21])[CH3:19])=[N:3]1 |f:3.4|. Procedure: A solution of 25.34 g (100 mmoles) of 4,4-dimethyl-2-undecyl-2-oxazoline in 250 ml of dry THF under nitrogen atmosphere was cooled to -78° C. To this was added 62.5 ml (100 mmoles) of 1.6M solution of n-butyl lithium in hexane over a period of 15 minutes and the solution was further stirred for 2 hours. 18.45 g (150 mmoles) of 2-bromopropane was added at -78° C. over a period of 30 minutes and the resulting solution was allowed to warm to room temperature overnight. The solution was poured into ... Starting materials: O=C([O-])[O-], CCO, Cc1ccccc1, Cn1cc(-c2cnc3c(N4CCOCC4)nc(Cl)nc3c2)cn1, [Cs+], [Cs+], CN(C)C(=O)c1ccc(NC(=O)Nc2ccc(B3OC(C)(C)C(C)(C)O3)c(F)c2F)cc1, O, Cl[Pd]Cl, c1ccc(P(c2ccccc2)c2ccccc2)cc1, c1ccc(P(c2ccccc2)c2ccccc2)cc1. Product: CN(C)C(=O)c1ccc(NC(=O)Nc2ccc(-c3nc(N4CCOCC4)c4ncc(-c5cnn(C)c5)cc4n3)c(F)c2F)cc1. Reaction SMILES: [C:56](=[O:57])([O-:58])[O-:59].[CH3:111][CH2:112][OH:113].[CH3:62][c:63]1[cH:64][cH:65][cH:66][cH:67][cH:68]1.[Cl:1][c:2]1[n:3][c:4]([N:18]2[CH2:19][CH2:20][O:21][CH2:22][CH2:23]2)[c:5]2[c:6]([n:7]1)[cH:8][c:9](-[c:12]1[cH:13][n:14][n:15]([CH3:17])[cH:16]1)[cH:10][n:11]2.[Cs+:60].[Cs+:61].[F:24][c:25]1[c:26]([NH:41][C:42]([NH:43][c:44]2[cH:45][cH:46][c:47]([C:48](=[O:49])[N:50]([CH3:51])[CH3:52])[cH:53][cH:54]2)=[O:55])[cH:27][cH:28][c:29]([B:32]2[O:33][C:34]([CH3:35])([CH3:36])[C:37]([CH3:38])([CH3:39])[O:40]2)[c:30]1[F:31].[OH2:110].[Pd:69]([Cl:70])[Cl:71].[c:72]1([P:73]([c:74]2[cH:75][cH:76][cH:77][cH:78][cH:79]2)[c:80]2[cH:81][cH:82][cH:83][cH:84][cH:85]2)[cH:86][cH:87][cH:88][cH:89][cH:90]1.[c:91]1([P:92]([c:93]2[cH:94][cH:95][cH:96][cH:97][cH:98]2)[c:99]2[cH:100][cH:101][cH:102][cH:103][cH:104]2)[cH:105][cH:106][cH:107][cH:108][cH:109]1>>[c:2]1(-[c:29]2[cH:28][cH:27][c:26]([NH:41][C:42]([NH:43][c:44]3[cH:45][cH:46][c:47]([C:48](=[O:49])[N:50]([CH3:51])[CH3:52])[cH:53][cH:54]3)=[O:55])[c:25]([F:24])[c:30]2[F:31])[n:3][c:4]([N:18]2[CH2:19][CH2:20][O:21][CH2:22][CH2:23]2)[c:5]2[c:6]([n:7]1)[cH:8][c:9](-[c:12]1[cH:13][n:14][n:15]([CH3:17])[cH:16]1)[cH:10][n:11]2. Reaction SMILES: [F:1][C:2]1[CH:3]=[C:4]([C:9]2[CH:14]=[C:13]([C:15]([F:18])([F:17])[F:16])[NH:12][C:11](=O)[N:10]=2)[CH:5]=[CH:6][C:7]=1[F:8].O=P(Cl)(Cl)[Cl:22]>>[Cl:22][C:11]1[N:10]=[C:9]([C:4]2[CH:5]=[CH:6][C:7]([F:8])=[C:2]([F:1])[CH:3]=2)[CH:14]=[C:13]([C:15]([F:18])([F:17])[F:16])[N:12]=1. Reactants: FC=1C=C(C=CC1F)C1=NC(NC(=C1)C(F)(F)F)=O (4-(3,4-difluoro-phenyl)-6-trifluoromethyl-1H-pyrimidin-2-one), O=P(Cl)(Cl)Cl (phosphoroxychloride). The product is ClC1=NC(=CC(=N1)C1=CC(=C(C=C1)F)F)C(F)(F)F (2-Chloro-4-(3,4-difluoro-phenyl)-6-trifluoromethyl-pyrimidine), solid. Isolated yield 99.0%. Reported procedure: The title compound was prepared from 4-(3,4-difluoro-phenyl)-6-trifluoromethyl-1H-pyrimidin-2-one (14.7 g, 0.053 mol) and phosphoroxychloride (148 mL) according to the general procedure I. Obtained as a light brown solid (15.6 g, 99%). MS (EI) 294.0 [(M)+]; mp 53° C. The reactants are ClC1=NC=CC=C1S(=O)(=O)Cl (2-chloropyridine-3-sulphonyl chloride), NC1=NC=C(N=C1OC)C (2-amino-3-methoxy-5-methylpyrazine), N1=CC=CC=C1 (pyridine). The reagents and catalysts are CN(C1=CC=NC=C1)C (4-Dimethylaminopyridine). Solvent: ClCCl (dichloromethane). Reaction conditions: time 18 hour. Yields the product ClC1=NC=CC=C1S(=O)(=O)NC1=NC=C(N=C1OC)C (2-chloro-N-(3-methoxy-5-methylpyrazin-2-yl)pyridine-3-sulphonamide). Yield: 29.9%. RXN SMILES: [Cl:1][C:2]1[C:7]([S:8](Cl)(=[O:10])=[O:9])=[CH:6][CH:5]=[CH:4][N:3]=1.[NH2:12][C:13]1[C:18]([O:19][CH3:20])=[N:17][C:16]([CH3:21])=[CH:15][N:14]=1.N1C=CC=CC=1>CN(C)C1C=CN=CC=1.ClCCl>[Cl:1][C:2]1[C:7]([S:8]([NH:12][C:13]2[C:18]([O:19][CH3:20])=[N:17][C:16]([CH3:21])=[CH:15][N:14]=2)(=[O:10])=[O:9])=[CH:6][CH:5]=[CH:4][N:3]=1. Procedure details: 4-Dimethylaminopyridine (0.1 g) was added to a solution of 2-chloropyridine-3-sulphonyl chloride (1.06 g), 2-amino-3-methoxy-5-methylpyrazine (0.695 g) and pyridine (0.424 ml) in dichloromethane (5 ml) and the mixture was stirred at ambient temperature for 18 hours. The solution was then transferred to a silica gel Mega Bond Elut column. Elution with 0-40% ethyl acetate/hexane gave 2-chloro-N-(3-methoxy-5-methylpyrazin-2-yl)pyridine-3-sulphonamide (0.47 g) as an oil; 1H NMR (d6 -DMSO): 2.3 (s, 3... The reactants are S(=O)(Cl)Cl (thionyl chloride), CO (methanol), C(C)(=O)OC1=CC=C(CC(=S)N[C@@H](CC2=CC=CC=C2)C(=O)O)C=C1 (N-(4-acetoxybenzylthiocarbonyl)-L-phenylalanine). Conditions: time 8 hour. The product is COC([C@@H](NC(=S)CC1=CC=C(C=C1)O)CC1=CC=CC=C1)=O (N-(4-hydroxybenzylthiocarbonyl)-L-phenylalanine methylester). As a reaction SMILES: S(Cl)(Cl)=O.C([O:8][C:9]1[CH:29]=[CH:28][C:12]([CH2:13][C:14]([NH:16][C@H:17]([C:25]([OH:27])=[O:26])[CH2:18][C:19]2[CH:24]=[CH:23][CH:22]=[CH:21][CH:20]=2)=[S:15])=[CH:11][CH:10]=1)(=O)C.[CH3:30]O>>[CH3:30][O:27][C:25](=[O:26])[C@H:17]([CH2:18][C:19]1[CH:24]=[CH:23][CH:22]=[CH:21][CH:20]=1)[NH:16][C:14]([CH2:13][C:12]1[CH:28]=[CH:29][C:9]([OH:8])=[CH:10][CH:11]=1)=[S:15]. Reported procedure: 3 Ml of thionyl chloride was dropwise added to 100 ml of anhydrous methanol at a temperature below -10° C. To the mixture was added 6 g (0.016 mol) of N-(4-acetoxybenzylthiocarbonyl)-L-phenylalanine synthesized according to Example 3. After the mixture was stirred at room temperature overnight, the solvent was evaporated under reduced pressure to obtain crude crystal. Further, the crude crystal was recrystallized from 30 ml ethyl acetate and 100 ml of n-hexane to obtain 5.1 g of white purified c... RXN SMILES: [CH3:1][C:2](=[O:3])[c:4]1[cH:5][cH:6][cH:7][cH:8][cH:9]1.[CH3:23][OH:24].[ClH:25].[O:26]1[CH2:27][CH2:28][CH2:29][CH2:30]1.[c:10]1([SiH2:11][c:12]2[cH:13][cH:14][cH:15][cH:16][cH:17]2)[cH:18][cH:19][cH:20][cH:21][cH:22]1>>[CH3:1][CH:2]([OH:3])[c:4]1[cH:5][cH:6][cH:7][cH:8][cH:9]1. The reactants are CC(=O)c1ccccc1, CO, Cl, C1CCOC1, c1ccc([SiH2]c2ccccc2)cc1. Product: CC(O)c1ccccc1.